Dataset: the Open Reaction Database (ORD), a public repository of structured organic reaction records. Task: describe an organic reaction: reactants, conditions, products, and yield Starting materials: C, CC(C)(C)OC(=O)c1ccc(-c2ccccc2)cc1NC(=O)c1cc(N2CCC3(CC2)OCCO3)ccc1OCc1ccccc1, CO, CCOC(C)=O, [Pd]. Product: CC(C)(C)OC(=O)c1ccc(-c2ccccc2)cc1NC(=O)c1cc(N2CCC3(CC2)OCCO3)ccc1O. RXN SMILES: [C:55].[CH2:1]([c:2]1[cH:3][cH:4][cH:5][cH:6][cH:7]1)[O:8][c:9]1[c:10]([C:11](=[O:12])[NH:13][c:14]2[c:15]([C:16](=[O:17])[O:18][C:19]([CH3:20])([CH3:21])[CH3:22])[cH:23][cH:24][c:25](-[c:27]3[cH:28][cH:29][cH:30][cH:31][cH:32]3)[cH:26]2)[cH:33][c:34]([N:37]2[CH2:38][CH2:39][C:40]3([O:41][CH2:42][CH2:43][O:44]3)[CH2:45][CH2:46]2)[cH:35][cH:36]1.[CH3:47][OH:48].[CH3:49][CH2:50][O:51][C:52](=[O:53])[CH3:54].[Pd:56]>>[OH:8][c:9]1[c:10]([C:11](=[O:12])[NH:13][c:14]2[c:15]([C:16](=[O:17])[O:18][C:19]([CH3:20])([CH3:21])[CH3:22])[cH:23][cH:24][c:25](-[c:27]3[cH:28][cH:29][cH:30][cH:31][cH:32]3)[cH:26]2)[cH:33][c:34]([N:37]2[CH2:38][CH2:39][C:40]3([O:41][CH2:42][CH2:43][O:44]3)[CH2:45][CH2:46]2)[cH:35][cH:36]1. Reactants: CN1C2=C(NC(C1=O)=O)C=CC=N2 (1,2,3,4-tetrahydro-4-methyl-2,3-dioxo-pyrido(2,3-b)-pyrazine), potassium-t-butylate, [N+](#[C-])CC(=O)OCC (ethyl isocyanoacetate), potassium-t-butylate, P(=O)(OCC)(OCC)Cl (diethyl chlorophosphate), C(C)(=O)O (acetic acid). Solvent: CN(C=O)C (dimethyl formamide), CN(C=O)C (DMF). Conditions: time 15 minute. The product is CN1C(C=2N(C3=C1N=CC=C3)C=NC2C(=O)OCC)=O (Ethyl 4,5-dihydro-5-methyl-4-oxo-imidazo(1,5-a)pyrido-(2,3-e)pyrazine-3-carboxylate). As a reaction SMILES: [CH3:1][N:2]1[C:7](=[O:8])[C:6](=O)[NH:5][C:4]2[CH:10]=[CH:11][CH:12]=[N:13][C:3]1=2.P(Cl)(OCC)(OCC)=O.[N+:23]([CH2:25][C:26]([O:28][CH2:29][CH3:30])=[O:27])#[C-:24].C(O)(=O)C>CN(C)C=O>[CH3:1][N:2]1[C:3]2[N:13]=[CH:12][CH:11]=[CH:10][C:4]=2[N:5]2[CH:24]=[N:23][C:25]([C:26]([O:28][CH2:29][CH3:30])=[O:27])=[C:6]2[C:7]1=[O:8]. Reported procedure: To a stirred solution of 1,2,3,4-tetrahydro-4-methyl-2,3-dioxo-pyrido(2,3-b)-pyrazine (5 g) in 50 ml of dry dimethyl formamide (DMF) was added potassium-t-butylate (4 g). The mixture was allowed to stir at room temperature for 15 min whereafter it was cooled to -25° C. and charged with diethyl chlorophosphate (5 ml). Stirring continued at 0° C. for 15 min, then it was cooled to -20° C. whereafter a preformed -30° C. cold solution of ethyl isocyanoacetate (3.9 ml) and potassium-t-butylate (4 g) i... Starting materials: CC(=O)[O-], OCC1OC(n2cnc3c(O)ncnc32)C(O)C1O, O=P(O)(O)OP(=O)(O)O. Yields the product O=P(O)(O)OCC1OC(n2cnc3c(O)ncnc32)C(O)C1O. As a reaction SMILES: [CH3:29][C:30](=[O:31])[O-:32].[OH:10][CH2:11][CH:12]1[O:13][CH:14]([n:19]2[cH:20][n:21][c:22]3[c:23]([OH:24])[n:25][cH:26][n:27][c:28]23)[CH:15]([OH:16])[CH:17]1[OH:18].[P:1](=[O:2])([OH:3])([OH:4])[O:5][P:6]([OH:7])([OH:8])=[O:9]>>[P:1](=[O:2])([OH:3])([OH:4])[O:5][CH2:11][CH:12]1[O:13][CH:14]([n:19]2[cH:20][n:21][c:22]3[c:23]([OH:24])[n:25][cH:26][n:27][c:28]23)[CH:15]([OH:16])[CH:17]1[OH:18].